This data is from the Open Reaction Database (ORD), a public repository of structured organic reaction records. The task is: describe an organic reaction: reactants, conditions, products, and yield Product: CC1=CC=C(C=C1)NC(=N)C1=NC=CC=C1 (N-(4-Methylphenyl)pyridine-2-carboximidamide), 10. Reaction SMILES: [C:1]([C:3]1[CH:8]=[CH:7][CH:6]=[CH:5][N:4]=1)#[N:2].[CH3:9][C:10]1[CH:16]=[CH:15][C:13]([NH2:14])=[CH:12][CH:11]=1>>[CH3:9][C:10]1[CH:16]=[CH:15][C:13]([NH:14][C:1]([C:3]2[CH:8]=[CH:7][CH:6]=[CH:5][N:4]=2)=[NH:2])=[CH:12][CH:11]=1. The yield is 41.6%. Starting materials: C(#N)C1=NC=CC=C1 (2-cyanopyridine), CC1=CC=C(N)C=C1 (4-methylaniline). Procedure details: The title compound was prepared from 2-cyanopyridine (9.7 g, 93 mmol) and 4-methylaniline (10 g, 93 mmol) by following the procedure described in preparation 10 (8.2 g, yield 41.6%). MS m/z:212.1(M+). The reactants are [O-]CC.[Na+] (sodium ethoxide), BrC(C(C(C(=O)OCC)C)(C)C)CC(Cl)(Cl)Cl (ethyl 4-bromo-6,6,6-trichloro-2,3,3-trimethylhexanoate), Cl (hydrochloric acid). The solvent is O1CCCC1 (tetrahydrofuran). Reaction conditions: time 5 hour. Product: ClC(C=CC(C(C(=O)OCC)C)(C)C)(Cl)Cl (ethyl 6,6,6-trichloro-2,3,3-trimethyl-4-hexenoate). Yield: 74.8%. Reaction SMILES: Br[CH:2]([CH2:13][C:14]([Cl:17])([Cl:16])[Cl:15])[C:3]([CH3:12])([CH3:11])[CH:4]([CH3:10])[C:5]([O:7][CH2:8][CH3:9])=[O:6].[O-]CC.[Na+].Cl>O1CCCC1>[Cl:15][C:14]([Cl:16])([Cl:17])[CH:13]=[CH:2][C:3]([CH3:12])([CH3:11])[CH:4]([CH3:10])[C:5]([O:7][CH2:8][CH3:9])=[O:6] |f:1.2|. Procedure details: A solution of 737 mg of ethyl 4-bromo-6,6,6-trichloro-2,3,3-trimethylhexanoate in 20 ml of anhydrous tetrahydrofuran was cooled to 0°. To the cold solution was added 163 mg of sodium ethoxide and the mixture was stirred for 5 hours. The cooled mixture was poured into cold 1N hydrochloric acid and extracted with diethyl ether. The ether extract was washed successively with water, saturated aqueous sodium bicarbonate and aqueous sodium chloride, then dried over magnesium sulfate. The dried ether e... Reactants: NC=1C=CC=C2C=CC=NC12 (8-aminoquinoline), ClC1=C(C=CC=C1Cl)S(=O)(=O)Cl (2,3-dichlorobenzenesulfonyl chloride). The reagents and catalysts are CN(C)C=1C=CN=CC1 (DMAP). Product: ClC1=C(C=CC=C1Cl)S(=O)(=O)NC=1C=CC=C2C=CC=NC12 (2,3-Dichloro-N-quinolin-8-yl-benzenesulfonamide). The yield is 60.7%. As a reaction SMILES: [NH2:1][C:2]1[CH:3]=[CH:4][CH:5]=[C:6]2[C:11]=1[N:10]=[CH:9][CH:8]=[CH:7]2.[Cl:12][C:13]1[C:18]([Cl:19])=[CH:17][CH:16]=[CH:15][C:14]=1[S:20](Cl)(=[O:22])=[O:21]>CN(C1C=CN=CC=1)C>[Cl:12][C:13]1[C:18]([Cl:19])=[CH:17][CH:16]=[CH:15][C:14]=1[S:20]([NH:1][C:2]1[CH:3]=[CH:4][CH:5]=[C:6]2[C:11]=1[N:10]=[CH:9][CH:8]=[CH:7]2)(=[O:22])=[O:21]. Procedure details: In a similar fashion using route 14 general procedure 27, 8-aminoquinoline (100 mg, 0.7 mmol), 2,3-dichlorobenzenesulfonyl chloride (190 mg, 0.8 mmol) and DMAP (cat.) gave the title compound (150 mg, 63%) after purification by column chromatography with DCM as the eluent. The reactants are FC=1C=C2C=NNC2=CC1 (5-fluoro-1H-indazole), BrCC(=O)OCC (ethyl bromoacetate). Yields the product FC=1C=C2C=NN(C2=CC1)CC(=O)OCC (Ethyl (5-fluoro-1H-indazol-1-yl)acetate). RXN SMILES: [F:1][C:2]1[CH:3]=[C:4]2[C:8](=[CH:9][CH:10]=1)[NH:7][N:6]=[CH:5]2.Br[CH2:12][C:13]([O:15][CH2:16][CH3:17])=[O:14]>>[F:1][C:2]1[CH:3]=[C:4]2[C:8](=[CH:9][CH:10]=1)[N:7]([CH2:12][C:13]([O:15][CH2:16][CH3:17])=[O:14])[N:6]=[CH:5]2. Procedure: The title compound was prepared according to the method described for Preparation 93 using 5-fluoro-1H-indazole and ethyl bromoacetate to afford the title compound as an off-white solid in 53% yield, 260 mg. Starting materials: ClC1=C(C(=O)Cl)C=CC(=C1)OC(C1=CC=C(C=C1)C1=CC=C(C=C1)CCCCCC)=O (2-chloro-4-{[p-(p-hexylphenyl)benzoyl]oxy}benzoyl chloride), ClC=1C=C(C=CC1C#N)O (3-chloro-4-cyanophenol), Cl (hydrochloric acid). The solvent is N1=CC=CC=C1 (pyridine), C1=CC=CC=C1 (benzene). Reaction conditions: temperature 65 celsius, time 8 hour. Yields the product ClC=1C=C(C=CC1C(=O)OC1=CC(=C(C=C1)C#N)Cl)OC(=O)C1=CC=C(C=C1)C1=CC=C(C=C1)CCCCCC (4'-hexyl-4-biphenylcarboxylic acid 3-chloro-4-[(3-chloro-4-cyanophenoxy)carbonyl]phenyl ester). As a reaction SMILES: [Cl:1][C:2]1[CH:10]=[C:9]([O:11][C:12](=[O:31])[C:13]2[CH:18]=[CH:17][C:16]([C:19]3[CH:24]=[CH:23][C:22]([CH2:25][CH2:26][CH2:27][CH2:28][CH2:29][CH3:30])=[CH:21][CH:20]=3)=[CH:15][CH:14]=2)[CH:8]=[CH:7][C:3]=1[C:4](Cl)=[O:5].[Cl:32][C:33]1[CH:34]=[C:35]([OH:41])[CH:36]=[CH:37][C:38]=1[C:39]#[N:40].Cl>C1C=CC=CC=1.N1C=CC=CC=1>[Cl:1][C:2]1[CH:10]=[C:9]([O:11][C:12]([C:13]2[CH:18]=[CH:17][C:16]([C:19]3[CH:20]=[CH:21][C:22]([CH2:25][CH2:26][CH2:27][CH2:28][CH2:29][CH3:30])=[CH:23][CH:24]=3)=[CH:15][CH:14]=2)=[O:31])[CH:8]=[CH:7][C:3]=1[C:4]([O:41][C:35]1[CH:36]=[CH:37][C:38]([C:39]#[N:40])=[C:33]([Cl:32])[CH:34]=1)=[O:5]. Procedure: The crude 2-chloro-4-{[p-(p-hexylphenyl)benzoyl]oxy}benzoyl chloride obtained was dissolved in 125 ml of benzene and then added dropwise to a solution of 4.0 g of 3-chloro-4-cyanophenol in 100 ml of pyridine. The mixture was stirred at a bath temperature of 65° C. overnight, then poured into ice-cold, dilute hydrochloric acid and extracted with diethyl ether. The extract was washed several times with 3N hydrochloric acid, then washed neutral with water, dried and evaporated. The crude 4'-hexyl-4...